Dataset: the Open Reaction Database (ORD), a public repository of structured organic reaction records. Task: describe an organic reaction: reactants, conditions, products, and yield Reactants: CC(=O)OC1C=C(CC(=O)OCc2ccccc2)C(=O)C1, CCOC(=O)CC1=CC(OC(C)=O)CC1=O, CCO, OCc1ccccc1. The product is O=C(CC1=CC(O)CC1=O)OCc1ccccc1. Reaction SMILES: [CH2:1]([c:2]1[cH:3][cH:4][cH:5][cH:6][cH:7]1)[O:8][C:9](=[O:10])[CH2:11][C:12]1=[CH:16][CH:15]([O:17][C:18](=[O:19])[CH3:20])[CH2:14][C:13]1=[O:21].[CH2:30]([O:31][C:32]([CH2:33][C:34]1=[CH:43][CH:38]([O:39][C:40](=[O:41])[CH3:42])[CH2:37][C:35]1=[O:36])=[O:44])[CH3:45].[CH3:46][CH2:47][OH:48].[OH:22][CH2:23][c:24]1[cH:25][cH:26][cH:27][cH:28][cH:29]1>>[CH2:1]([c:2]1[cH:3][cH:4][cH:5][cH:6][cH:7]1)[O:8][C:9](=[O:10])[CH2:11][C:12]1=[CH:16][CH:15]([OH:17])[CH2:14][C:13]1=[O:21]. The reactants are C(C)(C)O (Isopropyl alcohol), C(=O)O (formic acid), C(C)C(C=O)=CC (2-ethyl-2-butenal), NC(=CC(=O)OCC)C(=O)OCC (ethyl β-amino-β-ethoxycarbonylacrylate). Run in C1=CC=CC=C1 (benzene), C(C)(=O)OCC (ethyl acetate). Reaction conditions: temperature 70 celsius. Yields the product C(C)C=1C(=C(C(=NC1)C(=O)OCC)C(=O)OCC)C (5-ethyl-4-methyl-2,3-diethoxycarbonylpyridine). The yield is 24.3%. Reaction SMILES: C(O)(C)C.C(O)=O.[CH2:8]([C:10](=[CH:13][CH3:14])[CH:11]=O)[CH3:9].[NH2:15][C:16]([C:23]([O:25][CH2:26][CH3:27])=[O:24])=[CH:17][C:18]([O:20][CH2:21][CH3:22])=[O:19]>C1C=CC=CC=1.C(OCC)(=O)C>[CH2:13]([C:10]1[C:8]([CH3:9])=[C:17]([C:18]([O:20][CH2:21][CH3:22])=[O:19])[C:16]([C:23]([O:25][CH2:26][CH3:27])=[O:24])=[N:15][CH:11]=1)[CH3:14]. Procedure details: Isopropyl alcohol 300 ml and 90% formic acid 12.8 g (0.250 mol) were placed in 500 ml four-neck flask equipped with a reflux condenser. After heating the content to 70° C., a mixture of 2-ethyl-2-butenal 21.6 g (0.22 mol) and ethyl β-amino-β-ethoxycarbonylacrylate 31.1 g (0.166 mol) was added dropwise thereto with air-bubbling and refluxed for 48 hours. To this reaction mixture, conc. hydrochloric acid 10 ml was added dropwise thereto to precipitate remaining ethyl β-amino-β-ethoxy-carbonylacryl... The reactants are CCOC(=O)C(=Cc1ccc(C)cc1)C(C)=O, CC(=O)O, Cl, O. Product: CC(=O)CCc1ccc(C)cc1. RXN SMILES: [C:1]([O:2][CH2:3][CH3:4])(=[O:5])[C:6]([C:7]([CH3:8])=[O:9])=[CH:10][c:11]1[cH:12][cH:13][c:14]([CH3:17])[cH:15][cH:16]1.[CH3:18][C:19](=[O:20])[OH:21].[ClH:22].[OH2:23]>>[CH2:6]([C:7]([CH3:8])=[O:9])[CH2:10][c:11]1[cH:12][cH:13][c:14]([CH3:17])[cH:15][cH:16]1. Starting materials: C(#N)C=1C=C(C=C(C1OCC1=CC=CC=C1)F)B(O)O ((3-Cyano-4-benzyloxy-5-fluorophenyl)boronic acid), ClC=1C=C(C(=O)OC)C=CN1 (methyl 2-chloroisonicotinate), C([O-])([O-])=O.[Na+].[Na+] (sodium carbonate). The reagents and catalysts are C=1C=CC(=CC1)[P](C=2C=CC=CC2)(C=3C=CC=CC3)[Pd]([P](C=4C=CC=CC4)(C=5C=CC=CC5)C=6C=CC=CC6)([P](C=7C=CC=CC7)(C=8C=CC=CC8)C=9C=CC=CC9)[P](C=1C=CC=CC1)(C=1C=CC=CC1)C=1C=CC=CC1 (tetrakis(triphenylphosphine)palladium). The solvent is C1(=CC=CC=C1)C (toluene). Yields the product C(#N)C=1C=C(C=C(C1OCC1=CC=CC=C1)F)C=1C=C(C(=O)OC)C=CN1 (methyl 2-(3-cyano-4-benzyloxy-5-fluorophenyl)isonicotinate). As a reaction SMILES: [C:1]([C:3]1[CH:4]=[C:5](B(O)O)[CH:6]=[C:7]([F:17])[C:8]=1[O:9][CH2:10][C:11]1[CH:16]=[CH:15][CH:14]=[CH:13][CH:12]=1)#[N:2].Cl[C:22]1[CH:23]=[C:24]([CH:29]=[CH:30][N:31]=1)[C:25]([O:27][CH3:28])=[O:26].C(=O)([O-])[O-].[Na+].[Na+]>C1(C)C=CC=CC=1.C1C=CC([P]([Pd]([P](C2C=CC=CC=2)(C2C=CC=CC=2)C2C=CC=CC=2)([P](C2C=CC=CC=2)(C2C=CC=CC=2)C2C=CC=CC=2)[P](C2C=CC=CC=2)(C2C=CC=CC=2)C2C=CC=CC=2)(C2C=CC=CC=2)C2C=CC=CC=2)=CC=1>[C:1]([C:3]1[CH:4]=[C:5]([C:22]2[CH:23]=[C:24]([CH:29]=[CH:30][N:31]=2)[C:25]([O:27][CH3:28])=[O:26])[CH:6]=[C:7]([F:17])[C:8]=1[O:9][CH2:10][C:11]1[CH:16]=[CH:15][CH:14]=[CH:13][CH:12]=1)#[N:2] |f:2.3.4,^1:48,50,69,88|. Procedure: (3-Cyano-4-benzyloxy-5-fluorophenyl)boronic acid and methyl 2-chloroisonicotinate were dissolved in a mixed solution of toluene and a 2M aqueous sodium carbonate solution, followed by heating under reflux for 3 hours in the presence of tetrakis(triphenylphosphine)palladium to obtain methyl 2-(3-cyano-4-benzyloxy-5-fluorophenyl)isonicotinate. F: 363. Reactants: Cl (hydrochloric acid), C(C1=CC=CC=C1)(C1=CC=CC=C1)O (benzhydrol), OCCN1CCNCC1 (1-(2-hydroxyethyl)piperazine), C12(C(=O)CC(CC1)C2(C)C)CS(=O)(=O)O (camphor-10-sulfonic acid). Solvent: C1(=CC=CC=C1)C (toluene). Product: C1(=CC=CC=C1)C(OCCN1CCNCC1)C1=CC=CC=C1 (1-[2-(Diphenylmethoxy)ethyl]piperazine). Isolated yield 23.8%. Reaction SMILES: [CH:1]([OH:14])([C:8]1[CH:13]=[CH:12][CH:11]=[CH:10][CH:9]=1)[C:2]1[CH:7]=[CH:6][CH:5]=[CH:4][CH:3]=1.O[CH2:16][CH2:17][N:18]1[CH2:23][CH2:22][NH:21][CH2:20][CH2:19]1.C12(CS(O)(=O)=O)C(C)(C)C(CC1)CC2=O.Cl>C1(C)C=CC=CC=1>[C:2]1([CH:1]([C:8]2[CH:9]=[CH:10][CH:11]=[CH:12][CH:13]=2)[O:14][CH2:16][CH2:17][N:18]2[CH2:23][CH2:22][NH:21][CH2:20][CH2:19]2)[CH:7]=[CH:6][CH:5]=[CH:4][CH:3]=1. Procedure: In a reactor equipped with a water trap (Dean-Stark trap), a mixture of benzhydrol (5.0 g), 1-(2-hydroxyethyl)piperazine (3.5 g), camphor-10-sulfonic acid (14 g), and toluene (80 mL) was refluxed for 6 hours. Then, 1N-hydrochloric acid was added and the mixture was separated into two phases. The aqueous layer was made basic with 5 N aqueous sodium hydroxide, saturated with sodium chloride, and extracted with chloroform. The extract was washed with a small amount of saturated aqueous NaCl, dried ... Reactants: FC(C(=O)O)(F)F (trifluoroacetic acid), S(=O)(=O)(O)ON1C2CCC(N(C1=O)C2)CN (6-sulfooxy-2-(amino methyl)-7-oxo-1,6-diazabicyclo[3.2.1]octane). The solvent is C(C)(C)O.O (water isopropyl alcohol). The product is S(=O)(=O)(O)ON1[C@@H]2CC[C@H](N(C1=O)C2)CN ((2S, 5R)-6-sulfooxy-2-(aminomethyl)-7-oxo-1,6-diaza-bicyclo[3.2.1]octane). As a reaction SMILES: FC(F)(F)C(O)=O.[S:8]([O:12][N:13]1[C:19](=[O:20])[N:18]2[CH2:21][CH:14]1[CH2:15][CH2:16][CH:17]2[CH2:22][NH2:23])([OH:11])(=[O:10])=[O:9]>C(O)(C)C.O>[S:8]([O:12][N:13]1[C:19](=[O:20])[N:18]2[CH2:21][C@H:14]1[CH2:15][CH2:16][C@H:17]2[CH2:22][NH2:23])([OH:11])(=[O:9])=[O:10] |f:2.3|. Procedure details: The compound of Formula (IX) was reacted with trifluoroacetic acid in a suitable solvent such as dichloromethane to provide trifluoroacetic acid and sodium salt of 6-sulfooxy-2-(amino methyl)-7-oxo-1,6-diazabicyclo[3.2.1]octane (X). This trifluoroacetic acid and sodium salt (X) was further treated with water isopropyl alcohol mixture to obtain zwitterion form, (2S, 5R)-6-sulfooxy-2-(aminomethyl)-7-oxo-1,6-diaza-bicyclo[3.2.1]octane (XI). Reactants: C1=CC=CC=2C3=CC=CC=C3C(=CC12)B(O)O (9-phenanthreneboronic acid), BrC1=CC2=CC=C(C=C2C=C1)Br (2,6-dibromonaphthalene), C([O-])([O-])=O.[Na+].[Na+] (sodium carbonate). The reagents and catalysts are [Pd].C1(=CC=CC=C1)P(C1=CC=CC=C1)C1=CC=CC=C1.C1(=CC=CC=C1)P(C1=CC=CC=C1)C1=CC=CC=C1.C1(=CC=CC=C1)P(C1=CC=CC=C1)C1=CC=CC=C1.C1(=CC=CC=C1)P(C1=CC=CC=C1)C1=CC=CC=C1 (tetrakis(triphenylphosphine) palladium(0)). Solvent: C(OC)COC (dimethoxyethane). Reaction conditions: temperature 78 celsius, time 24 hour. Product: BrC=1C=C2C=CC(=CC2=CC1)C=1C2=CC=CC=C2C=2C=CC=CC2C1 (6-bromo-2-(9-phenanthrenyl)naphthalene). Isolated yield 29.3%. RXN SMILES: [CH:1]1[C:14]2[CH:13]=[C:12](B(O)O)[C:11]3[C:6](=[CH:7][CH:8]=[CH:9][CH:10]=3)[C:5]=2[CH:4]=[CH:3][CH:2]=1.[Br:18][C:19]1[CH:28]=[CH:27][C:26]2[C:21](=[CH:22][CH:23]=[C:24](Br)[CH:25]=2)[CH:20]=1.C(=O)([O-])[O-].[Na+].[Na+]>[Pd].C1(P(C2C=CC=CC=2)C2C=CC=CC=2)C=CC=CC=1.C1(P(C2C=CC=CC=2)C2C=CC=CC=2)C=CC=CC=1.C1(P(C2C=CC=CC=2)C2C=CC=CC=2)C=CC=CC=1.C1(P(C2C=CC=CC=2)C2C=CC=CC=2)C=CC=CC=1.C(COC)OC>[Br:18][C:19]1[CH:20]=[C:21]2[C:26](=[CH:27][CH:28]=1)[CH:25]=[C:24]([C:12]1[C:11]3[C:6]([C:5]4[CH:4]=[CH:3][CH:2]=[CH:1][C:14]=4[CH:13]=1)=[CH:7][CH:8]=[CH:9][CH:10]=3)[CH:23]=[CH:22]2 |f:2.3.4,5.6.7.8.9|. Procedure details: Under an argon gas atmosphere, 19.41 g (87.4 mmol) of 9-phenanthreneboronic acid, 25.00 g (87.4 mmol) of 2,6-dibromonaphthalene, 2.02 g (1.75 mmol) of tetrakis(triphenylphosphine) palladium(0), 400 mL of dimethoxyethane and 132 mL of 2M sodium carbonate solution were mixed, and stirred for 24 hours at 78 degrees C. The reaction mixture experienced filtration, filtrate thereof was cleansed with water and the reaction mixture was dried with magnesium sulfate. Then, toluene was distilled away under...